From a dataset of the Open Reaction Database (ORD), a public repository of structured organic reaction records. describe an organic reaction: reactants, conditions, products, and yield Reactants: COC=1C=CC=C2C=C(NC(C12)=O)C(=O)OC (methyl 8-methoxy-1-oxo-1,2-dihydroisoquinoline-3-carboxylate), N.CO (NH3 MeOH). Reaction conditions: temperature 50 celsius, time 16 hour. Product: COC=1C=CC=C2C=C(NC(C12)=O)C(=O)N (8-methoxy-1-oxo-1,2-dihydroisoquinoline-3-carboxamide). Reaction SMILES: [CH3:1][O:2][C:3]1[CH:4]=[CH:5][CH:6]=[C:7]2[C:12]=1[C:11](=[O:13])[NH:10][C:9]([C:14]([O:16]C)=O)=[CH:8]2.[NH3:18].CO>>[CH3:1][O:2][C:3]1[CH:4]=[CH:5][CH:6]=[C:7]2[C:12]=1[C:11](=[O:13])[NH:10][C:9]([C:14]([NH2:18])=[O:16])=[CH:8]2 |f:1.2|. Reported procedure: To a vessel containing NH3/MeOH (20 mL) was added methyl 8-methoxy-1-oxo-1,2-dihydroisoquinoline-3-carboxylate (800 mg, 3.43 mmol). The vessel was sealed and the solution was stirred at 50° C. for 16 hours. The reaction mixture was subsequently concentrated in vacuo to give the title compound, which was used without further purification (800 mg). 1H NMR (400 MHz, DMSO-d6) δ ppm 8.22 (s, 1H), 7.80 (s, 1H), 7.66 (t, 1H, J=8.0 Hz), 7.19-7.22 (m, 2H), 7.09 (d, J=8.0 Hz, 1H), 3.85 (s, 3H); ESI-MS m/z... The reactants are ClC1=CC=C(C(=C1C#N)[N+](=O)[O-])NC(=O)C(=O)OCC (6-chloro-3-ethoxalylamino-2-nitrobenzonitrile), CN(C=O)C (dimethylformamide), N (ammonia). The reagents and catalysts are [Pd] (Pd-C). Run in O1CCCC1 (tetrahydrofuran). Yields the product Cl (hydrochloric acid), ClC1=CC=C2NC(C(N(C2=C1C#N)O)=O)=O (7-chloro-8-cyano-1-hydroxyquinoxaline-2,3(1H,4H)-dione). Yield: 142.8%. RXN SMILES: [Cl:1][C:2]1[C:7]([C:8]#[N:9])=[C:6]([N+:10]([O-])=[O:11])[C:5]([NH:13][C:14]([C:16]([O:18]CC)=O)=[O:15])=[CH:4][CH:3]=1.CN(C)C=O.N>O1CCCC1.[Pd]>[ClH:1].[Cl:1][C:2]1[C:7]([C:8]#[N:9])=[C:6]2[C:5]([NH:13][C:14](=[O:15])[C:16](=[O:18])[N:10]2[OH:11])=[CH:4][CH:3]=1. Procedure details: To a solution of 1.0 g (3.36 mmol) 6-chloro-3-ethoxalylamino-2-nitrobenzonitrile in 75 ml tetrahydrofuran was added 25 ml dimethylformamide and 1.0 ml 25% aqueous ammonia. The mixture was hydrogenated at atm. pressure by using 100 mg 5% Pd-C as a catalyst. The precipitated product was filtered off and washed with tetrahydrofuran. The filter cake was washed several times with 5% aqueous potassium hydroxide. Acidification of the filtrate with 4N hydrochloric acid gave 0.57 g (72%) of 7-chloro-8-cy...